Dataset: the Open Reaction Database (ORD), a public repository of structured organic reaction records. Task: describe an organic reaction: reactants, conditions, products, and yield Reactants: FC1=C(C=CC(=C1)C=C(C)[N+](=O)[O-])S(=O)(=O)C (2-fluoro-1-methanesulfonyl-4-(2-nitro-propenyl)-benzene), C(C)(=O)O (acetic acid), C(C)(=O)O (acetic acid), ice water. The reagents and catalysts are [Fe] (iron). Conditions: temperature 100 celsius. Yields the product FC=1C=C(C=CC1S(=O)(=O)C)CC(C)=O (1-(3-Fluoro-4-methanesulfonyl-phenyl)-propan-2-one). Reaction SMILES: [F:1][C:2]1[CH:7]=[C:6]([CH:8]=[C:9]([N+]([O-])=O)[CH3:10])[CH:5]=[CH:4][C:3]=1[S:14]([CH3:17])(=[O:16])=[O:15].C(O)(=[O:20])C>[Fe]>[F:1][C:2]1[CH:7]=[C:6]([CH2:8][C:9](=[O:20])[CH3:10])[CH:5]=[CH:4][C:3]=1[S:14]([CH3:17])(=[O:16])=[O:15]. Reported procedure: Freshly prepared 2-fluoro-1-methanesulfonyl-4-(2-nitro-propenyl)-benzene (Example 68b) (20 g, 77 mmol) in glacial acetic acid (150 ml) is added slowly in 15×10 ml portions to a stirred slurry of iron powder (46 g, 833 mmol) in glacial acetic acid (150 ml) at 60° C. The reaction mixture is heated at 100° C. for an additional 2 hours, allowed to cool to room temperature and poured on to ice water (600 ml). The mixture is filtered through celite to remove iron residues, washing with dichloromethane... Starting materials: Cc1nc(CCC(=O)O)cs1, ClC(Cl)(Cl)Cl, CC(C)(C#N)N=NC(C)(C)C#N, O=C1CCC(=O)N1Br. As a reaction SMILES: [C:1](=[O:2])([OH:3])[CH2:4][CH2:5][c:6]1[n:7][c:8]([CH3:11])[s:9][cH:10]1.[Cl:32][C:33]([Cl:34])([Cl:35])[Cl:36].[N:20]#[C:21][C:22]([N:23]=[N:24][C:25]([C:26]#[N:27])([CH3:28])[CH3:29])([CH3:30])[CH3:31].[O:12]=[C:13]1[N:14]([Br:19])[C:15](=[O:16])[CH2:17][CH2:18]1>>[C:1](=[O:2])([OH:3])[CH2:4][CH2:5][c:6]1[n:7][c:8]([CH2:11][Br:19])[s:9][cH:10]1. The product is O=C(O)CCc1csc(CBr)n1. Starting materials: BrC1=CC=C(C=C1)CCCC(=O)NC1=CC(=C(C=C1)S(=O)(=O)CC)C#N (4-(4-Bromophenyl)-N-(3-cyano-4-(ethylsulfonyl)phenyl)butanamide), BrC1=CC(=C(C=C1)CCCC(=O)O)C (4-(4-bromo-2-methylphenyl)butanoic acid), NC=1C=C(C#N)C=CC1 (3-aminobenzonitrile). The product is BrC1=CC(=C(C=C1)CCCC(=O)NC1=CC(=CC=C1)C#N)C (4-(4-bromo-2-methylphenyl)-N-(3-cyanophenyl)butanamide). Yield: 76.0%. Reaction SMILES: [Br:1][C:2]1[CH:7]=[CH:6][C:5]([CH2:8][CH2:9][CH2:10][C:11]([NH:13][C:14]2[CH:19]=[CH:18][C:17](S(CC)(=O)=O)=[C:16]([C:25]#[N:26])[CH:15]=2)=[O:12])=[CH:4][CH:3]=1.Br[C:28]1C=CC(CCCC(O)=O)=C(C)C=1.NC1C=C(C=CC=1)C#N>>[Br:1][C:2]1[CH:3]=[CH:4][C:5]([CH2:8][CH2:9][CH2:10][C:11]([NH:13][C:14]2[CH:19]=[CH:18][CH:17]=[C:16]([C:25]#[N:26])[CH:15]=2)=[O:12])=[C:6]([CH3:28])[CH:7]=1. Reported procedure: Using a procedure analogous to that used to prepare 6C, 55B (216 mg, 0.84 mmol) was reacted with 3-aminobenzonitrile to afford 55C (228 mg, 76%) as a solid. MS (ESI) m/z 358.1 (M+H)+. Reactants: ClC1=CC=C(N=N1)C1=CC=C(CC=2N(C=C(N2)C2=C(C=C(C=C2)Cl)Cl)C=2C=C(C=CC2)N2CC(N(S2(=O)=O)COCC[Si](C)(C)C)=O)C=C1 (5-{3-[2-[4-(6-Chloro-pyridazin-3-yl)-benzyl]-4-(2,4-dichloro-phenyl)-imidazol-1-yl]-phenyl}-1,1-dioxo-2-(2-trimethylsilanyl-ethoxymethyl)-[1,2,5]thiadiazolidin-3-one), C1(=CCCCC1)B(O)O (1-cyclohexen-1-yl-boronic acid). The product is C1(=CCCCC1)C1=CC=C(N=N1)C1=CC=C(CC=2N(C=C(N2)C2=C(C=C(C=C2)Cl)Cl)C=2C=C(C=CC2)N2CC(N(S2(=O)=O)COCC[Si](C)(C)C)=O)C=C1 (5-{3-[2-[4-(6-cyclohex-1-enyl-pyridazin-3-yl)-benzyl]-4-(2,4-dichloro-phenyl)-imidazol-1-yl]-phenyl}-1,1-dioxo-2-(2-trimethylsilanyl-ethoxymethyl)-[1,2,5]thiadiazolidin-3-one). Reaction SMILES: Cl[C:2]1[N:7]=[N:6][C:5]([C:8]2[CH:49]=[CH:48][C:11]([CH2:12][C:13]3[N:14]([C:26]4[CH:27]=[C:28]([N:32]5[S:36](=[O:38])(=[O:37])[N:35]([CH2:39][O:40][CH2:41][CH2:42][Si:43]([CH3:46])([CH3:45])[CH3:44])[C:34](=[O:47])[CH2:33]5)[CH:29]=[CH:30][CH:31]=4)[CH:15]=[C:16]([C:18]4[CH:23]=[CH:22][C:21]([Cl:24])=[CH:20][C:19]=4[Cl:25])[N:17]=3)=[CH:10][CH:9]=2)=[CH:4][CH:3]=1.[C:50]1(B(O)O)[CH2:55][CH2:54][CH2:53][CH2:52][CH:51]=1>>[C:50]1([C:2]2[N:7]=[N:6][C:5]([C:8]3[CH:9]=[CH:10][C:11]([CH2:12][C:13]4[N:14]([C:26]5[CH:27]=[C:28]([N:32]6[S:36](=[O:38])(=[O:37])[N:35]([CH2:39][O:40][CH2:41][CH2:42][Si:43]([CH3:45])([CH3:46])[CH3:44])[C:34](=[O:47])[CH2:33]6)[CH:29]=[CH:30][CH:31]=5)[CH:15]=[C:16]([C:18]5[CH:23]=[CH:22][C:21]([Cl:24])=[CH:20][C:19]=5[Cl:25])[N:17]=4)=[CH:48][CH:49]=3)=[CH:4][CH:3]=2)[CH2:55][CH2:54][CH2:53][CH2:52][CH:51]=1. Reported procedure: 5-{3-[2-[4-(6-Chloro-pyridazin-3-yl)-benzyl]-4-(2,4-dichloro-phenyl)-imidazol-1-yl]-phenyl}-1,1-dioxo-2-(2-trimethylsilanyl-ethoxymethyl)-[1,2,5]thiadiazolidin-3-one (38 mg, 0.05 mmol) was treated as described in general procedure G using 1-cyclohexen-1-yl-boronic acid (13 mg, 0.1 mmol) to give 5-{3-[2-[4-(6-cyclohex-1-enyl-pyridazin-3-yl)-benzyl]-4-(2,4-dichloro-phenyl)-imidazol-1-yl]-phenyl}-1,1-dioxo-2-(2-trimethylsilanyl-ethoxymethyl)-[1,2,5]thiadiazolidin-3-one.